From a dataset of the Open Reaction Database (ORD), a public repository of structured organic reaction records. describe an organic reaction: reactants, conditions, products, and yield Reactants: C(Cl)Cl (CH2Cl2), C(C1=CC=CC=C1)OC(=O)N1CC(CC1)C#N ((R/S)-1-Benzyloxycarbonyl-3-cyano pyrrolidine), [N-]=[N+]=[N-].[Na+] (sodium azide), [Cl-].[NH4+] (ammonium chloride). Run in CN(C)C=O (DMF). Reaction conditions: temperature 105 celsius, time 8 hour. The product is C(C1=CC=CC=C1)OC(=O)N1CC(CC1)C1=NN=NN1 ((R/S)-5-[1-Benzyloxycarbonyl-pyrrolidin-3-yl]-1H-tetrazole). Yield: 31.4%. Reaction SMILES: [CH2:1]([O:8][C:9]([N:11]1[CH2:15][CH2:14][CH:13]([C:16]#[N:17])[CH2:12]1)=[O:10])[C:2]1[CH:7]=[CH:6][CH:5]=[CH:4][CH:3]=1.[N-:18]=[N+:19]=[N-:20].[Na+].[Cl-].[NH4+].C(Cl)Cl>CN(C=O)C>[CH2:1]([O:8][C:9]([N:11]1[CH2:15][CH2:14][CH:13]([C:16]2[NH:20][N:19]=[N:18][N:17]=2)[CH2:12]1)=[O:10])[C:2]1[CH:3]=[CH:4][CH:5]=[CH:6][CH:7]=1 |f:1.2,3.4|. Procedure: A mixture of 1.8 g (7.8 mmol) of (R/S)-1-benzyloxycarbonyl-3-cyano pyrrolidine (from Step A), 1.5 g (23 mmol) of sodium azide and 1.25 g (23 mmol) of ammonium chloride in 70 mL of DMF was stirred at 105° C. overnight. After cooling to rt, the reaction was poured into 150 mL of CH2Cl2 and washed with 150 mL of 1N HCl and 2×150 mL of H2O. The organic phase was dried over MgSO4 and concentrated. The residue was purified on a 40M Biotage column using 80:20:1 v/v/v CH2Cl2/EtOAc/HOAc as the eluant to ... The reactants are OC(c1ccccc1)(c1ccccc1)c1ccccc1, CC(=O)O, O, COCc1nc(C(C)(C)O)c(C(=O)OC)n1Cc1ccc(-c2ccccc2-c2nnnn2C(c2ccccc2)(c2ccccc2)c2ccccc2)cc1. Yields the product COCc1nc(C(C)(C)O)c(C(=O)OC)n1Cc1ccc(-c2ccccc2-c2nnn[nH]2)cc1. As a reaction SMILES: [C:55]([OH:56])([c:57]1[cH:58][cH:59][cH:60][cH:61][cH:62]1)([c:63]1[cH:64][cH:65][cH:66][cH:67][cH:68]1)[c:69]1[cH:70][cH:71][cH:72][cH:73][cH:74]1.[CH3:75][C:76](=[O:77])[OH:78].[OH2:54].[OH:1][C:2]([CH3:3])([CH3:4])[c:5]1[n:6][c:7]([CH2:51][O:52][CH3:53])[n:8]([CH2:14][c:15]2[cH:16][cH:17][c:18](-[c:21]3[c:22](-[c:27]4[n:28][n:29][n:30][n:31]4[C:32]([c:33]4[cH:34][cH:35][cH:36][cH:37][cH:38]4)([c:39]4[cH:40][cH:41][cH:42][cH:43][cH:44]4)[c:45]4[cH:46][cH:47][cH:48][cH:49][cH:50]4)[cH:23][cH:24][cH:25][cH:26]3)[cH:19][cH:20]2)[c:9]1[C:10](=[O:11])[O:12][CH3:13]>>[OH:1][C:2]([CH3:3])([CH3:4])[c:5]1[n:6][c:7]([CH2:51][O:52][CH3:53])[n:8]([CH2:14][c:15]2[cH:16][cH:17][c:18](-[c:21]3[c:22](-[c:27]4[n:28][n:29][n:30][nH:31]4)[cH:23][cH:24][cH:25][cH:26]3)[cH:19][cH:20]2)[c:9]1[C:10](=[O:11])[O:12][CH3:13]. Reactants: BrC=1C=CC(=C(NC)C1)[N+](=O)[O-] (5-bromo-N-methyl-2-nitroaniline), C(C)(=O)O (acetic acid), [OH-].[Na+] (NaOH). Reagents/catalysts: [Zn] (zinc). Run in O1CCOCC1 (1,4 Dioxane), C(C)(=O)OCC (ethyl acetate). Run at time 8 hour. Product: BrC=1C=C(C(=CC1)N)NC (4-bromo-N2-methylbenzene-1,2-diamine). RXN SMILES: [Br:1][C:2]1[CH:3]=[CH:4][C:5]([N+:10]([O-])=O)=[C:6]([CH:9]=1)[NH:7][CH3:8].C(O)(=O)C.[OH-].[Na+]>O1CCOCC1.C(OCC)(=O)C.[Zn]>[Br:1][C:2]1[CH:9]=[C:6]([NH:7][CH3:8])[C:5]([NH2:10])=[CH:4][CH:3]=1 |f:2.3|. Reported procedure: To a stirred solution of 5-bromo-N-methyl-2-nitroaniline (1-1) (12.4 g, 53.7 mmol) in 1,4 Dioxane (100 mL) at 0° C. was added powdered zinc (17.6 g, 269 mmol), followed by dropwise addition of glacial acetic acid (15.0 mL, 262 mmol). The reaction mixture was then permitted to warm to room temperature, sonicated for a few minutes, then permitted to stir at room temperature overnight, then heated to 90° C. in a hot oil bath for four hours. The crude reaction mixture was then cooled to room tempera... Reactants: C1COCCO1, Cc1ccccc1, Cc1cc(C#N)cc(C)c1Oc1cc(Cl)nc(Nc2ccc(C#N)cc2)n1, N, O. The product is Cc1cc(C#N)cc(C)c1Oc1cc(N)nc(Nc2ccc(C#N)cc2)n1. RXN SMILES: [CH2:28]1[O:29][CH2:30][CH2:31][O:32][CH2:33]1.[CH3:36][c:37]1[cH:38][cH:39][cH:40][cH:41][cH:42]1.[Cl:1][c:2]1[cH:3][c:4]([O:17][c:18]2[c:19]([CH3:27])[cH:20][c:21]([C:22]#[N:23])[cH:24][c:25]2[CH3:26])[n:5][c:6]([NH:8][c:9]2[cH:10][cH:11][c:12]([C:15]#[N:16])[cH:13][cH:14]2)[n:7]1.[NH3:35].[OH2:34]>>[c:2]1([NH2:35])[cH:3][c:4]([O:17][c:18]2[c:19]([CH3:27])[cH:20][c:21]([C:22]#[N:23])[cH:24][c:25]2[CH3:26])[n:5][c:6]([NH:8][c:9]2[cH:10][cH:11][c:12]([C:15]#[N:16])[cH:13][cH:14]2)[n:7]1. Starting materials: ClC1=NC=CC(=N1)C1=NN(C(=C1)N)C (3-(2-chloropyrimidin-4-yl)-1-methyl-1H-pyrazol-5-amine), ClC1=NC=CC(=N1)C1=NN(C(=C1)N)C (3-(2-chloropyrimidin-4-yl)-1-methyl-1H-pyrazol-5-amine), CN (methanamine). Run in O1CCOCC1 (1,4-dioxane). Conditions: temperature 50 celsius. Yields the product NC1=CC(=NN1C)C1=NC(=NC=C1)NC (4-(5-amino-1-methyl-1H-pyrazol-3-yl)-N-methylpyrimidin-2-amine). Reaction SMILES: Cl[C:2]1[N:7]=[C:6]([C:8]2[CH:12]=[C:11]([NH2:13])[N:10]([CH3:14])[N:9]=2)[CH:5]=[CH:4][N:3]=1.[CH3:15][NH2:16]>O1CCOCC1>[NH2:13][C:11]1[N:10]([CH3:14])[N:9]=[C:8]([C:6]2[CH:5]=[CH:4][N:3]=[C:2]([NH:16][CH3:15])[N:7]=2)[CH:12]=1. Procedure: The reaction mixture of 3-(2-chloropyrimidin-4-yl)-1-methyl-1H-pyrazol-5-amine, 9.C (74.0 mg, 353.0 μmol) and methanamine (394.7 mg, 1.0 ml, 40% in water, 1.27 mmol) in 1,4-dioxane (1.5 ml) in a seal tube was heated at 50° C. for 7 h. LCMS results showed the reaction was done. The solvent was removed. The crude product was used for next step. MS ESI (pos.) m/e: 205.0 (M+H)+. Starting materials: CC(C)(C)[Si](C)(C)Oc1ccc(-c2nc3cc(-c4nnnn4CCC#N)cnc3n2C2CCCCC2)cc1, CCOC(C)=O, CC(=O)O, C1CCOC1, O. Reaction SMILES: [C:1]([Si:2]([CH3:3])([CH3:4])[O:6][c:7]1[cH:8][cH:9][c:10](-[c:13]2[n:14][c:15]3[c:16]([n:17][cH:18][c:19](-[c:21]4[n:22][n:23][n:24][n:25]4[CH2:26][CH2:27][C:28]#[N:29])[cH:20]3)[n:30]2[CH:31]2[CH2:32][CH2:33][CH2:34][CH2:35][CH2:36]2)[cH:11][cH:12]1)([CH3:5])([CH3:37])[CH3:38].[CH3:40][CH2:41][O:42][C:43](=[O:44])[CH3:45].[CH3:46][C:47](=[O:48])[OH:49].[O:50]1[CH2:51][CH2:52][CH2:53][CH2:54]1.[OH2:39]>>[OH:6][c:7]1[cH:8][cH:9][c:10](-[c:13]2[n:14][c:15]3[c:16]([n:17][cH:18][c:19](-[c:21]4[n:22][n:23][n:24][n:25]4[CH2:26][CH2:27][C:28]#[N:29])[cH:20]3)[n:30]2[CH:31]2[CH2:32][CH2:33][CH2:34][CH2:35][CH2:36]2)[cH:11][cH:12]1. The product is N#CCCn1nnnc1-c1cnc2c(c1)nc(-c1ccc(O)cc1)n2C1CCCCC1. Starting materials: ClCCl, C=Cc1cccc(Cl)c1, [Na+], [OH-]. The product is Clc1cccc(C2CO2)c1. RXN SMILES: [Cl:12][CH2:13][Cl:14].[Cl:1][c:2]1[cH:3][c:4]([CH:5]=[CH2:6])[cH:7][cH:8][cH:9]1.[Na+:11].[OH-:10]>>[Cl:1][c:2]1[cH:3][c:4]([CH:5]2[CH2:6][O:10]2)[cH:7][cH:8][cH:9]1. As a reaction SMILES: [CH2:3]([C:4]#[C:5][CH3:6])[O:7][c:8]1[cH:9][cH:10][c:11]([S:14](=[O:15])(=[O:16])[NH:17][CH2:18][CH:19]([C:20](=[O:21])[O:22][CH3:23])[N:24]2[CH2:25][CH2:26][N:27]([S:30](=[O:31])(=[O:32])[CH3:33])[CH2:28][CH2:29]2)[cH:12][cH:13]1.[Li+:1].[O:34]1[CH2:35][CH2:36][CH2:37][CH2:38]1.[OH-:2]>>[CH2:3]([C:4]#[C:5][CH3:6])[O:7][c:8]1[cH:9][cH:10][c:11]([S:14](=[O:15])(=[O:16])[NH:17][CH2:18][CH:19]([C:20](=[O:21])[OH:22])[N:24]2[CH2:25][CH2:26][N:27]([S:30](=[O:31])(=[O:32])[CH3:33])[CH2:28][CH2:29]2)[cH:12][cH:13]1. The product is CC#CCOc1ccc(S(=O)(=O)NCC(C(=O)O)N2CCN(S(C)(=O)=O)CC2)cc1. Reactants: CC#CCOc1ccc(S(=O)(=O)NCC(C(=O)OC)N2CCN(S(C)(=O)=O)CC2)cc1, [Li+], C1CCOC1, [OH-].